Dataset: the Open Reaction Database (ORD), a public repository of structured organic reaction records. Task: describe an organic reaction: reactants, conditions, products, and yield Reactants: FC1=C(C=C(C=C1)C)NC(=O)NC1=CC=C(OC2=C3C(=NC=C2)C=C(S3)C(=O)NCCCC(=O)OCC)C=C1 (ethyl 4-[({7-[4-({[(2-fluoro-5-methylphenyl)amino]carbonyl}amino)phenoxy]thieno[3,2-b]pyridin-2-yl}carbonyl)amino]butanoate), [OH-].[Na+] (NaOH), Cl (HCl), O (water). Run in C1CCOC1 (THF). Reaction conditions: temperature 60 celsius. Product: FC1=C(C=C(C=C1)C)NC(=O)NC1=CC=C(OC2=C3C(=NC=C2)C=C(S3)C(=O)NCCCC(=O)O)C=C1 (4-[({7-[4-({[(2-fluoro-5-methylphenyl)amino]carbonyl}amino)phenoxy]thieno[3,2-b]pyridin-2-yl}carbonyl)amino]butanoic acid). RXN SMILES: [F:1][C:2]1[CH:7]=[CH:6][C:5]([CH3:8])=[CH:4][C:3]=1[NH:9][C:10]([NH:12][C:13]1[CH:39]=[CH:38][C:16]([O:17][C:18]2[CH:23]=[CH:22][N:21]=[C:20]3[CH:24]=[C:25]([C:27]([NH:29][CH2:30][CH2:31][CH2:32][C:33]([O:35]CC)=[O:34])=[O:28])[S:26][C:19]=23)=[CH:15][CH:14]=1)=[O:11].[OH-].[Na+].O.Cl>C1COCC1>[F:1][C:2]1[CH:7]=[CH:6][C:5]([CH3:8])=[CH:4][C:3]=1[NH:9][C:10]([NH:12][C:13]1[CH:14]=[CH:15][C:16]([O:17][C:18]2[CH:23]=[CH:22][N:21]=[C:20]3[CH:24]=[C:25]([C:27]([NH:29][CH2:30][CH2:31][CH2:32][C:33]([OH:35])=[O:34])=[O:28])[S:26][C:19]=23)=[CH:38][CH:39]=1)=[O:11] |f:1.2|. Procedure details: To a stirred solution of ethyl 4-[({7-[4-({[(2-fluoro-5-methylphenyl)amino]carbonyl}amino)phenoxy]thieno[3,2-b]pyridin-2-yl}carbonyl)amino]butanoate (110 mg, 0.20 mmol) in 10 ml of THF was added 1M NaOH (2.0 ml, 2.0 mmol). The mixture was heated at 60° C. for 3 hours, cooled to room temperature and poured into 100 ml of water with vigorous stirring. 2M HCl was added dropwise until pH=4. The precipitates were filtered, washed with water and dried in vacuo to give 4-[({7-[4-({[(2-fluoro-5-methylph...